This data is from the Open Reaction Database (ORD), a public repository of structured organic reaction records. The task is: describe an organic reaction: reactants, conditions, products, and yield Starting materials: ClC1=CC=C(OCC=2N(C3=CC=CC=C3C2CCC(=O)N2CCC(CC2)N(C)C)C)C=C1 (2-[(4-chlorophenoxy)methyl]-1-methyl-3-[2-[[4-(dimethylamino)piperidin-1-yl]carbonyl]ethyl]-1H-indole), solution. Solvent: C1CCOC1 (THF). Reaction conditions: time 90 minute. Product: ClC1=CC=C(OCC=2N(C3=CC=CC=C3C2CCCN2CCC(CC2)N(C)C)C)C=C1 (2-[(4-chlorophenoxy)methyl]-1-methyl-3-[3-[4-(N,N-dimethylamino)piperidin-1-yl]propyl]-1H-indole). Reaction SMILES: [Cl:1][C:2]1[CH:32]=[CH:31][C:5]([O:6][CH2:7][C:8]2[N:9]([CH3:30])[C:10]3[C:15]([C:16]=2[CH2:17][CH2:18][C:19]([N:21]2[CH2:26][CH2:25][CH:24]([N:27]([CH3:29])[CH3:28])[CH2:23][CH2:22]2)=O)=[CH:14][CH:13]=[CH:12][CH:11]=3)=[CH:4][CH:3]=1>C1COCC1>[Cl:1][C:2]1[CH:3]=[CH:4][C:5]([O:6][CH2:7][C:8]2[N:9]([CH3:30])[C:10]3[C:15]([C:16]=2[CH2:17][CH2:18][CH2:19][N:21]2[CH2:26][CH2:25][CH:24]([N:27]([CH3:28])[CH3:29])[CH2:23][CH2:22]2)=[CH:14][CH:13]=[CH:12][CH:11]=3)=[CH:31][CH:32]=1. Procedure details: Under a nitrogen atmosphere around bottom flask is charged with 2-[(4-chlorophenoxy)methyl]-1-methyl-3-[2-[[4-(dimethylamino)piperidin-1-yl]carbonyl]ethyl]-1H-indole (0.194 g, 0.428 mmol). The flask was then placed in an ice bath and boranetetrahydrofuran complex (1.71 ml of a 1.0 M solution in THF, 1.71 mmol) was added. The reaction mixture was then removed from the ice bath and stirred at room temperature for about 90 minutes. The progress of the reaction was monitored by thin layer chromatogr... Reactants: CCc1ccc(C(=O)c2ccc(C(=O)OC)c(Br)c2)[nH]1, CN(C)C=O, [H-], NOP(=O)(c1ccccc1)c1ccccc1, [Na+]. The product is CCc1ccc(C(=O)c2ccc(C(=O)OC)c(Br)c2)n1N. As a reaction SMILES: [Br:1][c:2]1[c:3]([C:4](=[O:5])[O:6][CH3:7])[cH:8][cH:9][c:10]([C:12](=[O:13])[c:14]2[nH:15][c:16]([CH2:19][CH3:20])[cH:17][cH:18]2)[cH:11]1.[CH3:39][N:40]([CH3:41])[CH:42]=[O:43].[H-:21].[NH2:23][O:24][P:25](=[O:26])([c:27]1[cH:28][cH:29][cH:30][cH:31][cH:32]1)[c:33]1[cH:34][cH:35][cH:36][cH:37][cH:38]1.[Na+:22]>>[Br:1][c:2]1[c:3]([C:4](=[O:5])[O:6][CH3:7])[cH:8][cH:9][c:10]([C:12](=[O:13])[c:14]2[n:15]([NH2:23])[c:16]([CH2:19][CH3:20])[cH:17][cH:18]2)[cH:11]1. Starting materials: O=C1CCc2cc(Br)ccc2C1, Cc1ccccc1, OCCO, Cc1ccc(S(=O)(=O)O)cc1. Yields the product Brc1ccc2c(c1)CCC1(C2)OCCO1. RXN SMILES: [Br:1][c:2]1[cH:3][c:4]2[c:9]([cH:10][cH:11]1)[CH2:8][C:7](=[O:12])[CH2:6][CH2:5]2.[CH3:28][c:29]1[cH:30][cH:31][cH:32][cH:33][cH:34]1.[OH:13][CH2:14][CH2:15][OH:16].[c:17]1([CH3:18])[cH:19][cH:20][c:21]([S:22]([OH:23])(=[O:24])=[O:25])[cH:26][cH:27]1>>[Br:1][c:2]1[cH:3][c:4]2[c:9]([cH:10][cH:11]1)[CH2:8][C:7]1([CH2:6][CH2:5]2)[O:12][CH2:15][CH2:14][O:13]1. Reactants: 3(b), C(CC)ON=C(C(=O)O)C=1N=C(SC1)NC=O (2-n-Propoxyimino-2-(2-formamido-1,3-thiazol-4-yl)acetic acid), NC1[C@@H]2N(C(=C(CS2)CSC2=NN=NN2CC(=O)O)C(=O)O)C1=O (7-amino-3-(1-carboxymethyl-1H-tetrazol-5-yl)thiomethyl-3-cephem-4-carboxylic acid), 6(b), 2(b). The product is C(CC)ON=C(C(=O)NC1[C@@H]2N(C(=C(CS2)CSC2=NN=NN2CC(=O)O)C(=O)O)C1=O)C=1N=C(SC1)NC=O (7-[2-n-propoxyimino-2-(2-formamido-1,3-thiazol-4-yl)acetamido]-3-(1-carboxymethyl-1H-tetrazol-5-yl)thiomethyl-3-cephem-4-carboxylic acid). The yield is 70.6%. As a reaction SMILES: [CH2:1]([O:4][N:5]=[C:6]([C:10]1[N:11]=[C:12]([NH:15][CH:16]=[O:17])[S:13][CH:14]=1)[C:7]([OH:9])=O)[CH2:2][CH3:3].[NH2:18][CH:19]1[C:40](=[O:41])[N:21]2[C:22]([C:37]([OH:39])=[O:38])=[C:23]([CH2:26][S:27][C:28]3[N:32]([CH2:33][C:34]([OH:36])=[O:35])[N:31]=[N:30][N:29]=3)[CH2:24][S:25][C@H:20]12>>[CH2:1]([O:4][N:5]=[C:6]([C:10]1[N:11]=[C:12]([NH:15][CH:16]=[O:17])[S:13][CH:14]=1)[C:7]([NH:18][CH:19]1[C:40](=[O:41])[N:21]2[C:22]([C:37]([OH:39])=[O:38])=[C:23]([CH2:26][S:27][C:28]3[N:32]([CH2:33][C:34]([OH:36])=[O:35])[N:31]=[N:30][N:29]=3)[CH2:24][S:25][C@H:20]12)=[O:9])[CH2:2][CH3:3]. Procedure: 2-n-Propoxyimino-2-(2-formamido-1,3-thiazol-4-yl)acetic acid (syn isomer) (1.73 g.) and 7-amino-3-(1-carboxymethyl-1H-tetrazol-5-yl)thiomethyl-3-cephem-4-carboxylic acid (2.0 g.) were reacted according to similar manners to those of Examples 1(b), 2(b), 3(b) and 6(b) to give white powder of 7-[2-n-propoxyimino-2-(2-formamido-1,3-thiazol-4-yl)acetamido]-3-(1-carboxymethyl-1H-tetrazol-5-yl)thiomethyl-3-cephem-4-carboxylic acid (syn isomer) (2.32 g.). Reactants: CCCc1nc(C)n2c(=O)[nH]c(-c3ccccc3OCC)nc12, ClCCl, OC1CCNCC1, O=S(=O)(Cl)Cl. Yields the product CCCc1nc(C)n2c(=O)[nH]c(-c3cc(S(=O)(=O)N4CCC(O)CC4)ccc3OCC)nc12. As a reaction SMILES: [CH2:13]([CH3:14])[O:15][c:16]1[c:17](-[c:22]2[n:23][c:24]3[n:25]([c:26](=[O:28])[nH:27]2)[c:29]([CH3:35])[n:30][c:31]3[CH2:32][CH2:33][CH3:34])[cH:18][cH:19][cH:20][cH:21]1.[Cl:36][CH2:37][Cl:38].[OH:1][CH:2]1[CH2:3][CH2:4][NH:5][CH2:6][CH2:7]1.[S:8](=[O:9])(=[O:10])([Cl:11])[Cl:12]>>[OH:1][CH:2]1[CH2:3][CH2:4][N:5]([S:8](=[O:9])(=[O:10])[c:19]2[cH:18][c:17](-[c:22]3[n:23][c:24]4[n:25]([c:26](=[O:28])[nH:27]3)[c:29]([CH3:35])[n:30][c:31]4[CH2:32][CH2:33][CH3:34])[c:16]([O:15][CH2:13][CH3:14])[cH:21][cH:20]2)[CH2:6][CH2:7]1. Reactants: Aromatic Amines, FC(C1=CNC2=CC=CC=C12)(F)F (3-Trifluoromethyl Indole), C(C)OC1(OC1CCC1=CC=CC=C1)C(F)(F)F (2-ethoxy-3-phenethyl-2-(trifluoromethyl)oxirane), N1C2=C(CCCC1)C=CC=C2 (2,3,4,5-tetrahydro-1H-benzo[b]azepine), 1-Trifluoromethyl Epoxy Ethers. The solvent is C(C(F)(F)F)(C(F)(F)F)O (Hexafluoro-2-propanol), FC(C(C(F)(F)F)O)(F)F (hexafluoroisopropanol). The product is C(CC1=CC=CC=C1)C1CCC2CCCC=3C=CN(C23)C1(O)C(F)(F)F (2-phenethyl-1-(trifluoromethyl)-1,2,4,5,6,7-hexahydroazepino[3,2,1-hi]indol-1-ol). Isolated yield 36.0%. RXN SMILES: C(O[C:4]1([C:15]([F:18])([F:17])[F:16])[CH:6]([CH2:7][CH2:8][C:9]2[CH:14]=[CH:13][CH:12]=[CH:11][CH:10]=2)[O:5]1)C.FC(F)(F)[C:21]1[C:29]2[C:24](=[CH:25][CH:26]=[CH:27][CH:28]=2)N[CH:22]=1.[NH:32]1CCCC[C:34]2C=CC=C[C:33]1=2>FC(F)(F)C(O)C(F)(F)F>[CH2:22]([CH:6]1[C:4]([C:15]([F:16])([F:17])[F:18])([OH:5])[N:32]2[C:10]3[CH:9]([CH2:14][CH2:13][CH2:12][C:11]=3[CH:34]=[CH:33]2)[CH2:8][CH2:7]1)[CH2:21][C:29]1[CH:28]=[CH:27][CH:26]=[CH:25][CH:24]=1. Procedure details: A solution of 2-ethoxy-3-phenethyl-2-(trifluoromethyl)oxirane (300 mg, 1.15 mmol; prepared as described in RODRIGUES, I., et al., “1-Trifluoromethyl Epoxy Ethers. Effect of Hexafluoro-2-propanol on Reactions with Secondary Aromatic Amines: Synthesis of 3-Trifluoromethyl Indole Derivatives”, J. Org. Chem., 2001, pp 2098-2103, Vol. 66, Issue 6) and 2,3,4,5-tetrahydro-1H-benzo[b]azepine (170 mg, 1.15 mmol) in hexafluoroisopropanol was stirred at room temperature for 48 h. The solvent was evaporated... Reactants: TEA, C(OCC1=CC=CC=C1)(ON1C(CCC1=O)=O)=O (benzyl 2,5-dioxopyrrolidin-1-yl carbonate), Cl.NCC(C(F)(F)F)(O)C (3-amino-1,1,1-trifluoro-2-methylpropan-2-ol hydrochloride), Cl.NCC(C(F)(F)F)(O)C (3-amino-1,1,1-trifluoro-2-methylpropan-2-ol hydrochloride). The solvent is C(Cl)Cl (DCM), O (water). Run at time 6 hour. The product is FC(C(CNC(OCC1=CC=CC=C1)=O)(C)O)(F)F (Benzyl 3,3,3-trifluoro-2-hydroxy-2-methylpropylcarbamate). As a reaction SMILES: Cl.[NH2:2][CH2:3][C:4]([CH3:10])([OH:9])[C:5]([F:8])([F:7])[F:6].[C:11](=O)([O:20]N1C(=O)CCC1=O)[O:12][CH2:13][C:14]1[CH:19]=[CH:18][CH:17]=[CH:16][CH:15]=1>C(Cl)Cl.O>[F:6][C:5]([F:8])([F:7])[C:4]([OH:9])([CH3:10])[CH2:3][NH:2][C:11](=[O:20])[O:12][CH2:13][C:14]1[CH:19]=[CH:18][CH:17]=[CH:16][CH:15]=1 |f:0.1|. Procedure details: To a stirring suspension of amino-1,1,1-trifluoro-2-methylpropan-2-ol hydrochloride (Intermediate R) (1.5 g, 8.35 mmol) in DCM (50 ml) was added TEA 93.54 g, 35.0 mmol) followed by benzyl 2,5-dioxopyrrolidin-1-yl carbonate (1.983 g, 7.96 mmol). The mixture was stirred at RT for 6 hours and then diluted with water. The organic portion was separated using a phase separator and concentrated in vacuo. Purification by chromatography on silica eluting with 0-70% EtOAc in iso-hexane afforded the title ...